This data is from the Open Reaction Database (ORD), a public repository of structured organic reaction records. The task is: describe an organic reaction: reactants, conditions, products, and yield Reactants: CC(=O)O, COC(=O)c1ccc2c(C3CCCCC3)c(-c3ccccc3C=NO)n(CC3OCCO3)c2c1, O=[Pt]=O. Product: COC(=O)c1ccc2c(C3CCCCC3)c(-c3ccccc3CN)n(CC3OCCO3)c2c1. Reaction SMILES: [C:35]([OH:36])(=[O:37])[CH3:38].[CH:1]1([c:7]2[c:8](-[c:26]3[c:27]([CH:32]=[N:33][OH:34])[cH:28][cH:29][cH:30][cH:31]3)[n:9]([CH2:20][CH:21]3[O:22][CH2:23][CH2:24][O:25]3)[c:10]3[cH:11][c:12]([C:16](=[O:17])[O:18][CH3:19])[cH:13][cH:14][c:15]23)[CH2:2][CH2:3][CH2:4][CH2:5][CH2:6]1.[Pt:39](=[O:40])=[O:41]>>[CH:1]1([c:7]2[c:8](-[c:26]3[c:27]([CH2:32][NH2:33])[cH:28][cH:29][cH:30][cH:31]3)[n:9]([CH2:20][CH:21]3[O:22][CH2:23][CH2:24][O:25]3)[c:10]3[cH:11][c:12]([C:16](=[O:17])[O:18][CH3:19])[cH:13][cH:14][c:15]23)[CH2:2][CH2:3][CH2:4][CH2:5][CH2:6]1. Reactants: O=P12OP3(=O)OP(=O)(O1)OP(=O)(O2)O3 (P2O5), C(C)OC(NCCC1=CC=C(C=C1)Cl)=O ([2-(4-chloro-phenyl)-ethyl]-carbamic acid ethyl ester), CO (methanol). The solvent is C(Cl)Cl (DCM), O=P(Cl)(Cl)Cl (POCl3). Yields the product ClC1=CC=C2CCNC(C2=C1)=O (7-Chloro-3,4-dihydro-2H-isoquinolin-1-one). Isolated yield 25095.9%. As a reaction SMILES: O=P12OP3(OP(OP(O3)(O1)=O)(=O)O2)=O.C([O:17][C:18](=O)[NH:19][CH2:20][CH2:21][C:22]1[CH:27]=[CH:26][C:25]([Cl:28])=[CH:24][CH:23]=1)C.CO>O=P(Cl)(Cl)Cl.C(Cl)Cl>[Cl:28][C:25]1[CH:26]=[C:27]2[C:22]([CH2:21][CH2:20][NH:19][C:18]2=[O:17])=[CH:23][CH:24]=1. Procedure details: P2O5 (3.1 g, 0.0495 mmol) was added to a stirred solution of [2-(4-chloro-phenyl)-ethyl]-carbamic acid ethyl ester (2.5 g, 0.01097 mmol) in POCl3 (10 mL) The resulting mixture was heated to reflux for 3 hours. The reaction was monitored by TLC (10% methanol in DCM). The reaction mixture was cooled to room temperature and concentrated under reduced pressure. The concentrate was quenched with chilled water, basified with NaHCO3 solution and extracted with ethylacetate. The organic layer was washed... Starting materials: c3ccc([Al](c1ccccc1)c2ccccc2)cc3 (effective_coupling_partner), CCN(CC)C(=O)Oc2ccc1cc(C(=O)OC(C)C)ccc1c2 (substrate). Reagents/catalysts: PCy3. Conditions: temperature 70 celsius, time 24 hour. The product is CC(C)OC(=O)c3ccc2cc(c1ccccc1)ccc2c3. The reactants are C1(=CC=CC=C1)C1=C2C(=NC=3C=CC=CC13)C1=CC=CC=C1C2(O)C2=CC=CC=C2 (10,11-diphenyl-11H-indeno[1,2-b]quinolin-11-ol), C1(=CC=C(C=C1)N1C2=CC=CC=C2C=2C=CC=CC12)C (9-(p-tolyl)-9H-carbazole), CS(=O)(=O)O.O=P12OP3(=O)OP(=O)(O1)OP(=O)(O2)O3 (Eaton's reagent). Run in ClCCl (dichloromethane). Product: C1(=CC=CC=C1)C1=C2C(=NC=3C=CC=CC13)C1=CC=CC=C1C2(C=2C=CC=1N(C3=CC=CC=C3C1C2)C2=CC=C(C=C2)C)C2=CC=CC=C2 (10,11-diphenyl-11-(9-(p-tolyl)-9H-carbazol-3-yl)-11H-indeno[1,2-b]quinoline). Yield: 83.4%. As a reaction SMILES: [C:1]1([C:7]2[C:16]3[CH:15]=[CH:14][CH:13]=[CH:12][C:11]=3[N:10]=[C:9]3[C:17]4[C:22]([C:23]([C:25]5[CH:30]=[CH:29][CH:28]=[CH:27][CH:26]=5)(O)[C:8]=23)=[CH:21][CH:20]=[CH:19][CH:18]=4)[CH:6]=[CH:5][CH:4]=[CH:3][CH:2]=1.[C:31]1([CH3:50])[CH:36]=[CH:35][C:34]([N:37]2[C:49]3[CH:48]=[CH:47][CH:46]=[CH:45][C:44]=3[C:43]3[C:38]2=[CH:39][CH:40]=[CH:41][CH:42]=3)=[CH:33][CH:32]=1.CS(O)(=O)=O.O=P12OP3(OP(OP(O3)(O1)=O)(=O)O2)=O>ClCCl>[C:1]1([C:7]2[C:16]3[CH:15]=[CH:14][CH:13]=[CH:12][C:11]=3[N:10]=[C:9]3[C:17]4[C:22]([C:23]([C:25]5[CH:26]=[CH:27][CH:28]=[CH:29][CH:30]=5)([C:41]5[CH:40]=[CH:39][C:38]6[N:37]([C:34]7[CH:33]=[CH:32][C:31]([CH3:50])=[CH:36][CH:35]=7)[C:49]7[C:44]([C:43]=6[CH:42]=5)=[CH:45][CH:46]=[CH:47][CH:48]=7)[C:8]=23)=[CH:21][CH:20]=[CH:19][CH:18]=4)[CH:2]=[CH:3][CH:4]=[CH:5][CH:6]=1 |f:2.3|. Reported procedure: Referring to the reaction formula above, 10,11-diphenyl-11H-indeno[1,2-b]quinolin-11-ol (385 mg, 1.00 mmol) and 9-(p-tolyl)-9H-carbazole (291 mg, 1.20 mmol) are placed in a round bottom flask and then dissolved in 5 ml of dichloromethane. Subsequently, 286 of Eaton's reagent is slowly dripped into the flask to promote reaction. After 12 hours of reaction at 100° C., the crude product is extracted with 8 ml of dichloromethane and sodium bicarbonate for three times. Finally, an organic layer of th... The reactants are O[C@@H]1CC[C@H](CC1)N1C([C@@]2(CC1)CNCCC2)=O ((5S)-2-(trans-4-hydroxycyclohexyl)-2,7-diazaspiro[4.5]decan-1-one), [I-].[K+] (potassium iodide), C(=O)(C(F)(F)F)O (TFA), ICCCCI (1,4-diiodobutane), NC1=CC(=C(C=C1)N1C[C@@]2(CCN(C2=O)[C@@H]2CC[C@H](CC2)O)CCC1)F ((5S)-7-(4-amino-2-fluorophenyl)-2-(trans-4-hydroxycyclohexyl)-2,7-diazaspiro[4.5]decan-1-one). Reagents/catalysts: CN(C1=CC=NC=C1)C (4-dimethylaminopyridine). The solvent is CN(C)C=O (DMF), CO (methanol). Run at temperature 110 celsius. Yields the product FC1=C(C=CC(=C1)N1CCCC1)N1C[C@@]2(CCN(C2=O)[C@@H]2CC[C@H](CC2)O)CCC1 ((5S)-7-(2-Fluoro-4-pyrrolidin-1-ylphenyl)-2-(trans-4-hydroxycyclohexyl)-2,7-diazaspiro[4.5]decan-1-one). As a reaction SMILES: I[CH2:2][CH2:3][CH2:4][CH2:5]I.[NH2:7][C:8]1[CH:13]=[CH:12][C:11]([N:14]2[CH2:31][CH2:30][CH2:29][C@@:16]3([C:20](=[O:21])[N:19]([C@H:22]4[CH2:27][CH2:26][C@H:25]([OH:28])[CH2:24][CH2:23]4)[CH2:18][CH2:17]3)[CH2:15]2)=[C:10]([F:32])[CH:9]=1.O[C@H]1CC[C@H](N2CC[C@]3(CCCNC3)C2=O)CC1.[I-].[K+].C(O)(C(F)(F)F)=O>CN(C)C1C=CN=CC=1.CN(C=O)C.CO>[F:32][C:10]1[CH:9]=[C:8]([N:7]2[CH2:5][CH2:4][CH2:3][CH2:2]2)[CH:13]=[CH:12][C:11]=1[N:14]1[CH2:31][CH2:30][CH2:29][C@@:16]2([C:20](=[O:21])[N:19]([C@H:22]3[CH2:23][CH2:24][C@H:25]([OH:28])[CH2:26][CH2:27]3)[CH2:18][CH2:17]2)[CH2:15]1 |f:3.4|. Procedure details: A mixture of 1,4-diiodobutane (13.5 μL, 0.000100 mol), (5S)-7-(4-amino-2-fluorophenyl)-2-(trans-4-hydroxycyclohexyl)-2,7-diazaspiro[4.5]decan-1-one (28.9 mg, 0.0000800 mol, this compound was prepared by using procedures analogous to that described for the synthesis of example 105, step 1 starting from (5S)-2-(trans-4-hydroxycyclohexyl)-2,7-diazaspiro[4.5]decan-1-one) and 4-dimethylaminopyridine (14.7 mg, 0.000120 mol) in DMF (1.00 mL), and potassium iodide (1.5 mg, 0.0000090 mol) was heated at 1... The reactants are O (water), C(C)OC=1C=C(C=C(C1OC(=O)OC)[N+](=O)[O-])C1C(=C(NC(N1)=O)C1=CC=C(C=C1)NC(OC)=O)C1=CC=CC=C1 (methyl 4-(6-(3-ethoxy-4-(methoxycarbonyloxy)-5-nitrophenyl)-2-oxo-5-phenyl-1,2,3,6-tetrahydropyrimidin-4-yl)phenylcarbamate), Cl (hydrochloric acid), [OH-].[Na+] (sodium hydroxide). The solvent is C(C)O (ethanol). Conditions: temperature 28 celsius, time 4 hour. Product: C(C)OC=1C=C(C=C(C1O)[N+](=O)[O-])C1C(=C(NC(N1)=O)C1=CC=C(C=C1)NC(OC)=O)C1=CC=CC=C1 (methyl 4-(6-(3-ethoxy-4-hydroxy-5-nitrophenyl)-2-oxo-5-phenyl-1,2,3,6-tetrahydropyrimidin-4-yl)phenylcarbamate). Yield: 44.6%. As a reaction SMILES: [CH2:1]([O:3][C:4]1[CH:5]=[C:6]([CH:18]2[NH:23][C:22](=[O:24])[NH:21][C:20]([C:25]3[CH:30]=[CH:29][C:28]([NH:31][C:32](=[O:35])[O:33][CH3:34])=[CH:27][CH:26]=3)=[C:19]2[C:36]2[CH:41]=[CH:40][CH:39]=[CH:38][CH:37]=2)[CH:7]=[C:8]([N+:15]([O-:17])=[O:16])[C:9]=1[O:10]C(OC)=O)[CH3:2].[OH-].[Na+].Cl.O>C(O)C>[CH2:1]([O:3][C:4]1[CH:5]=[C:6]([CH:18]2[NH:23][C:22](=[O:24])[NH:21][C:20]([C:25]3[CH:26]=[CH:27][C:28]([NH:31][C:32](=[O:35])[O:33][CH3:34])=[CH:29][CH:30]=3)=[C:19]2[C:36]2[CH:41]=[CH:40][CH:39]=[CH:38][CH:37]=2)[CH:7]=[C:8]([N+:15]([O-:17])=[O:16])[C:9]=1[OH:10])[CH3:2] |f:1.2|. Procedure details: To a mixture of the intermediate from Step 1 (60 mg, 0.107 mmol) in ethanol (2 mL) was added sodium hydroxide aqueous solution (2 mL, 1.25 mol/L) at 0° C., and the mixture was stirred at 28° C. for 4 h. The reaction mixture was adjusted to pH=5 with diluted hydrochloric acid. The mixture was poured into water (20 mL), and extracted with ethyl acetate (30 mL). The organic layer was washed with brine (50 mL), dried over anhydrous sodium sulfate, evaporated, and purified by preparative HPLC to give... The reactants are Cc1ccc2[nH]c3c(c2c1)CN(C)CC3, CN1CCCC1=O, C=Cc1cnccc1C(F)(F)F, [K+], [OH-]. The product is Cc1ccc2c(c1)c1c(n2CCc2cnccc2C(F)(F)F)CCN(C)C1. RXN SMILES: [CH3:1][N:2]1[CH2:3][c:4]2[c:5]([nH:6][c:7]3[cH:8][cH:9][c:10]([CH3:13])[cH:11][c:12]23)[CH2:14][CH2:15]1.[CH3:30][N:31]1[CH2:32][CH2:33][CH2:34][C:35]1=[O:36].[F:16][C:17]([c:18]1[c:19]([CH:24]=[CH2:25])[cH:20][n:21][cH:22][cH:23]1)([F:26])[F:27].[K+:29].[OH-:28]>>[CH3:1][N:2]1[CH2:3][c:4]2[c:5]([n:6]([CH2:25][CH2:24][c:19]3[c:18]([C:17]([F:16])([F:26])[F:27])[cH:23][cH:22][n:21][cH:20]3)[c:7]3[cH:8][cH:9][c:10]([CH3:13])[cH:11][c:12]23)[CH2:14][CH2:15]1. The reactants are C(C)(=O)NC1=CC=C(C=C1)SC1=C(C=C(C(=O)O)C=C1S(N)(=O)=O)N (4-(4-acetamidophenylmercapto)-3-amino-5-sulfamoylbenzoic acid), [OH-].[Na+] (sodium hydroxide), [OH-].[Na+] (sodium hydroxide), C(C1=CC=CC=C1)Cl (benzylchloride). Solvent: O (water). Yields the product C(C)(=O)NC1=CC=C(C=C1)SC1=C(C=C(C(=O)O)C=C1S(N)(=O)=O)NCC1=CC=CC=C1 (4-(4-acetamidophenylmercapto)-3-benzylamino-5-sulfamoylbenzoic acid). Reaction SMILES: [C:1]([NH:4][C:5]1[CH:10]=[CH:9][C:8]([S:11][C:12]2[C:20]([S:21](=[O:24])(=[O:23])[NH2:22])=[CH:19][C:15]([C:16]([OH:18])=[O:17])=[CH:14][C:13]=2[NH2:25])=[CH:7][CH:6]=1)(=[O:3])[CH3:2].[OH-].[Na+].[CH2:28](Cl)[C:29]1[CH:34]=[CH:33][CH:32]=[CH:31][CH:30]=1>O>[C:1]([NH:4][C:5]1[CH:10]=[CH:9][C:8]([S:11][C:12]2[C:20]([S:21](=[O:24])(=[O:23])[NH2:22])=[CH:19][C:15]([C:16]([OH:18])=[O:17])=[CH:14][C:13]=2[NH:25][CH2:28][C:29]2[CH:34]=[CH:33][CH:32]=[CH:31][CH:30]=2)=[CH:7][CH:6]=1)(=[O:3])[CH3:2] |f:1.2|. Procedure details: The starting material is prepared as follows: The solution of 4-(4-acetamidophenylmercapto)-3-amino-5-sulfamoylbenzoic acid in 50 ml of water containing 0.4 g of sodium hydroxide is adjusted to pH = 7.4 by the addition of 4N aqueous sodium hydroxide whereupon 1.3 g of benzylchloride are added while stirring under nitrogen. As soon as the pH remains constant the mixture is filtered and the filtrate acidified with glacial acetic acid to a pH of 4-5. The precipitate formed is recrystallized from 50...